From a dataset of the Open Reaction Database (ORD), a public repository of structured organic reaction records. describe an organic reaction: reactants, conditions, products, and yield The reactants are C1CCOC1, CCOC(C)=O, COc1cc(C2OCCO2)ccc1-n1ccnc1Cl, Cl, [Na+], [OH-]. Yields the product COc1cc(C=O)ccc1-n1ccnc1Cl. Reaction SMILES: [CH2:1]1[O:2][CH2:3][CH2:4][CH2:5]1.[CH3:28][CH2:29][O:30][C:31](=[O:32])[CH3:33].[Cl:6][c:7]1[n:8](-[c:12]2[c:13]([O:23][CH3:24])[cH:14][c:15]([CH:18]3[O:19][CH2:22][CH2:21][O:20]3)[cH:16][cH:17]2)[cH:9][cH:10][n:11]1.[ClH:25].[Na+:27].[OH-:26]>>[Cl:6][c:7]1[n:8](-[c:12]2[c:13]([O:23][CH3:24])[cH:14][c:15]([CH:18]=[O:19])[cH:16][cH:17]2)[cH:9][cH:10][n:11]1. Reactants: CC1=C(C(=CC(=C1)N1CCOCC1)C)N (2,6-Dimethyl-4-morpholin-4-yl-phenylamine), C(C)C(CC(=O)O)CC (3-Ethylpentanoic acid), S(=O)(Cl)Cl (thionyl chloride), C([O-])(O)=O.[Na+].[Cl-].[Na+].O.O (sodium bicarbonate brine water), crude mixture. The solvent is C(C)#N (acetonitrile), C(C)#N (acetonitrile). Reaction conditions: temperature 110 celsius. The product is CC1=C(C(=CC(=C1)N1CCOCC1)C)NC(CC(CC)CC)=O (3-Ethyl-pentanoic acid (2,6-dimethyl-4-morpholin-4-yl-phenyl)-amide). The yield is 30.6%. As a reaction SMILES: [CH2:1]([CH:3]([CH2:8][CH3:9])[CH2:4][C:5]([OH:7])=O)[CH3:2].S(Cl)(Cl)=O.[CH3:14][C:15]1[CH:20]=[C:19]([N:21]2[CH2:26][CH2:25][O:24][CH2:23][CH2:22]2)[CH:18]=[C:17]([CH3:27])[C:16]=1[NH2:28].C(=O)(O)[O-].[Na+].[Cl-].[Na+].O.O>C(#N)C>[CH3:14][C:15]1[CH:20]=[C:19]([N:21]2[CH2:26][CH2:25][O:24][CH2:23][CH2:22]2)[CH:18]=[C:17]([CH3:27])[C:16]=1[NH:28][C:5](=[O:7])[CH2:4][CH:3]([CH2:1][CH3:2])[CH2:8][CH3:9] |f:3.4.5.6.7.8|. Reported procedure: 3-Ethylpentanoic acid (0.79 g) and thionyl chloride (0.44 mL) were mixed in acetonitrile (10 mL) and heated to 110° C. for 5 minutes in a sealed microwave process vial. 2,6-Dimethyl-4-morpholin-4-yl-phenylamine (1.25 g) dissolved in acetonitrile (10 mL) was added to the reaction mixture and heated to 150° C. for 15 minutes in a sealed microwave process vial. Saturated aqueous sodium bicarbonate/brine/water (1:1:1, 50 mL) was added to the crude mixture and it was extracted with ethyl acetate (3×5... The reactants are C(C)C1=C(N)C=CC(=C1)Cl (2-Ethyl-4-chloroaniline), ClCC1COCO1 (5-chloromethyl-1,3-dioxolane), C([O-])([O-])=O.[K+].[K+] (potassium carbonate). The reagents and catalysts are [Cl-].C(C)[N+](CC)(CC)CC (tetraethylammonium chloride). The product is O1COCC1CNC1=C(C=C(C=C1)Cl)CC (N-(1,3-dioxolan-5-ylmethyl)-2-ethyl-4-chloroaniline). Reaction SMILES: [CH2:1]([C:3]1[CH:9]=[C:8]([Cl:10])[CH:7]=[CH:6][C:4]=1[NH2:5])[CH3:2].Cl[CH2:12][CH:13]1[O:17][CH2:16][O:15][CH2:14]1.C(=O)([O-])[O-].[K+].[K+]>[Cl-].C([N+](CC)(CC)CC)C>[O:17]1[CH:13]([CH2:12][NH:5][C:4]2[CH:6]=[CH:7][C:8]([Cl:10])=[CH:9][C:3]=2[CH2:1][CH3:2])[CH2:14][O:15][CH2:16]1 |f:2.3.4,5.6|. Procedure: 2-Ethyl-4-chloroaniline (0.3 mole), 5-chloromethyl-1,3-dioxolane (0.3 mole), potassium carbonate (0.3 mole) and tetraethylammonium chloride (2 grams) are charged into a glass reaction vessel equipped with a mechanical stirrer, thermometer and reflux condenser. The reaction mixture is heated at reflux for a period of 6 hours. After this time the mixture is filtered and distilled to yield the desired product N-(1,3-dioxolan-5-ylmethyl)-2-ethyl-4-chloroaniline. The product is FS(=O)(=O)[O-].C(C)[N+]1([C@@H](C[C@@H](C1)SCC1=CC=C(C=C1)OC)C(NC)=O)C ((2S, 4S)-1-Ethyl-1-methyl-2-methylcarbamoyl-4-(4-methoxybenzylthio)pyrrolidinium fluorosulfonate). Starting materials: FS(=O)(=O)OC (methyl fluorosulfonate), C(C)N1[C@@H](C[C@@H](C1)SCC1=CC=C(C=C1)OC)C(NC)=O ((2S, 4S)-1-ethyl-4-(4-methoxybenzylthio)-2-methylcarbamoylpyrrolidine). Reaction SMILES: [F:1][S:2]([O:5][CH3:6])(=[O:4])=[O:3].[CH2:7]([N:9]1[CH2:13][C@@H:12]([S:14][CH2:15][C:16]2[CH:21]=[CH:20][C:19]([O:22][CH3:23])=[CH:18][CH:17]=2)[CH2:11][C@H:10]1[C:24](=[O:27])[NH:25][CH3:26])[CH3:8]>C(Cl)Cl>[F:1][S:2]([O-:5])(=[O:4])=[O:3].[CH2:7]([N+:9]1([CH3:6])[CH2:13][C@@H:12]([S:14][CH2:15][C:16]2[CH:21]=[CH:20][C:19]([O:22][CH3:23])=[CH:18][CH:17]=2)[CH2:11][C@H:10]1[C:24](=[O:27])[NH:25][CH3:26])[CH3:8] |f:3.4|. Solvent: C(Cl)Cl (methylene chloride). Reaction conditions: time 4 hour. Procedure: 187 μl of methyl fluorosulfonate were added, whilst ice-cooling, to a solution of 700 mg of (2S, 4S)-1-ethyl-4-(4-methoxybenzylthio)-2-methylcarbamoylpyrrolidine dissolved in 30 ml of dry methylene chloride, and the mixture was stirred at room temperature for 4 hours. At the end of this time, the solvent was removed by distillation under reduced pressure, and the residue was washed repeatedly by decantation with diethyl ether and dried under reduced pressure to afford 950 mg of the title compoun...